Task: describe an organic reaction: reactants, conditions, products, and yield. Dataset: the Open Reaction Database (ORD), a public repository of structured organic reaction records The reactants are COc1ccc(C(c2ccc(OC)cc2)(c2ccc(OC)cc2)n2cc(Br)cn2)cc1, O=Cc1ccc(B(O)O)cc1, [K+], [K+], O=C([O-])[O-], c1ccc(P(c2ccccc2)(c2ccccc2)[Pd](P(c2ccccc2)(c2ccccc2)c2ccccc2)(P(c2ccccc2)(c2ccccc2)c2ccccc2)P(c2ccccc2)(c2ccccc2)c2ccccc2)cc1. Yields the product COc1ccc(C(c2ccc(OC)cc2)(c2ccc(OC)cc2)n2cc(-c3ccc(C=O)cc3)cn2)cc1. As a reaction SMILES: [Br:1][c:2]1[cH:3][n:4][n:5]([C:7]([c:8]2[cH:9][cH:10][c:11]([O:14][CH3:15])[cH:12][cH:13]2)([c:16]2[cH:17][cH:18][c:19]([O:22][CH3:23])[cH:20][cH:21]2)[c:24]2[cH:25][cH:26][c:27]([O:30][CH3:31])[cH:28][cH:29]2)[cH:6]1.[CH:32](=[O:33])[c:34]1[cH:35][cH:36][c:37]([B:40]([OH:41])[OH:42])[cH:38][cH:39]1.[K+:43].[K+:44].[O-:45][C:46]([O-:47])=[O:48].[cH:49]1[cH:50][cH:51][c:52]([P:53]([Pd:54]([P:55]([c:56]2[cH:57][cH:58][cH:59][cH:60][cH:61]2)([c:62]2[cH:63][cH:64][cH:65][cH:66][cH:67]2)[c:68]2[cH:69][cH:70][cH:71][cH:72][cH:73]2)([P:74]([c:75]2[cH:76][cH:77][cH:78][cH:79][cH:80]2)([c:81]2[cH:82][cH:83][cH:84][cH:85][cH:86]2)[c:87]2[cH:88][cH:89][cH:90][cH:91][cH:92]2)[P:93]([c:94]2[cH:95][cH:96][cH:97][cH:98][cH:99]2)([c:100]2[cH:101][cH:102][cH:103][cH:104][cH:105]2)[c:106]2[cH:107][cH:108][cH:109][cH:110][cH:111]2)([c:112]2[cH:113][cH:114][cH:115][cH:116][cH:117]2)[c:118]2[cH:119][cH:120][cH:121][cH:122][cH:123]2)[cH:124][cH:125]1>>[c:2]1(-[c:37]2[cH:36][cH:35][c:34]([CH:32]=[O:33])[cH:39][cH:38]2)[cH:3][n:4][n:5]([C:7]([c:8]2[cH:9][cH:10][c:11]([O:14][CH3:15])[cH:12][cH:13]2)([c:16]2[cH:17][cH:18][c:19]([O:22][CH3:23])[cH:20][cH:21]2)[c:24]2[cH:25][cH:26][c:27]([O:30][CH3:31])[cH:28][cH:29]2)[cH:6]1.